describe an organic reaction: reactants, conditions, products, and yield From a dataset of the Open Reaction Database (ORD), a public repository of structured organic reaction records. The reactants are solution, C(CCC)[Li] (n-butyllithium), [Br-].OC1=C(C[P+](C2=CC=CC=C2)(C2=CC=CC=C2)C2=CC=CC=C2)C=CC=C1 ((2-hydroxybenzyl)(triphenyl)phosphonium bromide), C(=O)C(CCC1=CC=C(C(=O)OC)C=C1)CCC1=CC=C(C(=O)OC)C=C1 (dimethyl 4,4′-(3-formylpentane-1,5-diyl)dibenzoate), [Cl-].[NH4+] (ammonium chloride). Run in C1CCOC1 (THF), CCCCCC (hexane), C1CCOC1 (THF), O (water), C(C)(=O)OCC (ethyl acetate). Conditions: time 45 minute. Yields the product OC1=C(C=CC=C1)/C=C/C(CCC1=CC=C(C(=O)OC)C=C1)CCC1=CC=C(C=C1)C(=O)OC (Methyl 4-[(4E)-5-(2-hydroxyphenyl)-3-{2-[4-(methoxycarbonyl)phenyl]ethyl}pent-4-en-1-yl]benzoate). As a reaction SMILES: C([Li])CCC.[Br-].[OH:7][C:8]1[CH:33]=[CH:32][CH:31]=[CH:30][C:9]=1[CH2:10][P+](C1C=CC=CC=1)(C1C=CC=CC=1)C1C=CC=CC=1.[CH:34]([CH:36]([CH2:49][CH2:50][C:51]1[CH:60]=[CH:59][C:54]([C:55]([O:57][CH3:58])=[O:56])=[CH:53][CH:52]=1)[CH2:37][CH2:38][C:39]1[CH:48]=[CH:47][C:42]([C:43]([O:45][CH3:46])=[O:44])=[CH:41][CH:40]=1)=O.[Cl-].[NH4+]>CCCCCC.C1COCC1.O.C(OCC)(=O)C>[OH:7][C:8]1[CH:33]=[CH:32][CH:31]=[CH:30][C:9]=1/[CH:10]=[CH:34]/[CH:36]([CH2:37][CH2:38][C:39]1[CH:40]=[CH:41][C:42]([C:43]([O:45][CH3:46])=[O:44])=[CH:47][CH:48]=1)[CH2:49][CH2:50][C:51]1[CH:60]=[CH:59][C:54]([C:55]([O:57][CH3:58])=[O:56])=[CH:53][CH:52]=1 |f:1.2,4.5|. Reported procedure: At 0° C., 2.95 ml (7.39 mmol) of a 2.5 M solution of n-butyllithium in hexane are slowly added dropwise to a solution of 1422 mg (3.2 mmol) of (2-hydroxybenzyl)(triphenyl)phosphonium bromide in 40 ml of THF. The reaction mixture is stirred at this temperature for another 45 min. At 0° C., 1080 mg (2.64 mmol) of dimethyl 4,4′-(3-formylpentane-1,5-diyl)dibenzoate in 10 ml of THF are then slowly metered in. The reaction solution is stirred at 0° C. for 5 h, saturated ammonium chloride solution is t... Reactants: COC=1C=C(C=CC1OC)CC(C)N (1-(3,4-dimethoxyphenyl)-2-aminopropane), C1C(C2=CC=CC=C2)O1 (styrene oxide). Solvent: C1=CC=CC=C1 (benzene), petroleum ether. Reaction conditions: temperature 100 celsius, time 18 hour. The product is COC=1C=C(C=CC1OC)CC(C)NCC(C1=CC=CC=C1)O (N-[2-(3,4-dimethoxyphenyl)-1-methylethyl]-2-hydroxy-2-phenylethylamine). As a reaction SMILES: [CH3:1][O:2][C:3]1[CH:4]=[C:5]([CH2:11][CH:12]([NH2:14])[CH3:13])[CH:6]=[CH:7][C:8]=1[O:9][CH3:10].[CH2:15]1[O:23][CH:16]1[C:17]1[CH:22]=[CH:21][CH:20]=[CH:19][CH:18]=1>C1C=CC=CC=1>[CH3:1][O:2][C:3]1[CH:4]=[C:5]([CH2:11][CH:12]([NH:14][CH2:15][CH:16]([OH:23])[C:17]2[CH:22]=[CH:21][CH:20]=[CH:19][CH:18]=2)[CH3:13])[CH:6]=[CH:7][C:8]=1[O:9][CH3:10]. Procedure details: A mixture of 20 g. (0.102 mol) of 1-(3,4-dimethoxyphenyl)-2-aminopropane and 12.01 ml. (0.102 mol) of styrene oxide is heated and stirred at 100° C. under argon for 18 hours. The cooled reaction mixture is dissolved in a minimum amount of benzene and petroleum ether is then added to precipitate a solid which turned to a liquid upon standing. Fractional vacuum distillation yields N-[2-(3,4-dimethoxyphenyl)-1-methylethyl]-2-hydroxy-2-phenylethylamine, b.p. 205°-225° C./0.2 mm. The reactants are CC(C)(C)OC(=O)C(C)(N)Cc1ccc(OCc2ccccc2)cc1, CC(C)CC(NC(=O)N1CCCCCC1)C(=O)O. Product: CC(C)CC(NC(=O)N1CCCCCC1)C(=O)NC(C)(Cc1ccc(OCc2ccccc2)cc1)C(=O)OC(C)(C)C. As a reaction SMILES: [C:19]([CH3:20])([CH3:21])([CH3:22])[O:23][C:24]([C:25]([CH2:26][c:27]1[cH:28][cH:29][c:30]([O:33][CH2:34][c:35]2[cH:36][cH:37][cH:38][cH:39][cH:40]2)[cH:31][cH:32]1)([CH3:41])[NH2:42])=[O:43].[N:1]1([C:8](=[O:9])[NH:10][CH:11]([C:12](=[O:13])[OH:14])[CH2:15][CH:16]([CH3:17])[CH3:18])[CH2:2][CH2:3][CH2:4][CH2:5][CH2:6][CH2:7]1>>[N:1]1([C:8](=[O:9])[NH:10][CH:11]([C:12](=[O:14])[NH:42][C:25]([C:24]([O:23][C:19]([CH3:20])([CH3:21])[CH3:22])=[O:43])([CH2:26][c:27]2[cH:28][cH:29][c:30]([O:33][CH2:34][c:35]3[cH:36][cH:37][cH:38][cH:39][cH:40]3)[cH:31][cH:32]2)[CH3:41])[CH2:15][CH:16]([CH3:17])[CH3:18])[CH2:2][CH2:3][CH2:4][CH2:5][CH2:6][CH2:7]1. Reactants: ClC(c1ccccc1)(c1ccccc1)c1ccccc1, CN(C)C=O, Cc1ccccc1, CN(C)c1ccncc1, CCOC(C)=O, O, c1ccncc1, O=C(CCOCCc1ccc2sccc2c1)N1CC(O)C1. Product: O=C(CCOCCc1ccc2sccc2c1)N1CC(OC(c2ccccc2)(c2ccccc2)c2ccccc2)C1. RXN SMILES: [C:28]([c:29]1[cH:30][cH:31][cH:32][cH:33][cH:34]1)([c:35]1[cH:36][cH:37][cH:38][cH:39][cH:40]1)([c:41]1[cH:42][cH:43][cH:44][cH:45][cH:46]1)[Cl:47].[CH3:48][N:49]([CH3:50])[CH:51]=[O:52].[CH3:53][c:54]1[cH:55][cH:56][cH:57][cH:58][cH:59]1.[CH3:60][N:61]([CH3:62])[c:63]1[cH:64][cH:65][n:66][cH:67][cH:68]1.[CH3:69][CH2:70][O:71][C:72](=[O:73])[CH3:74].[OH2:75].[cH:22]1[cH:23][cH:24][n:25][cH:26][cH:27]1.[s:1]1[cH:2][cH:3][c:4]2[c:5]1[cH:6][cH:7][c:8]([CH2:10][CH2:11][O:12][CH2:13][CH2:14][C:15](=[O:16])[N:17]1[CH2:18][CH:19]([OH:21])[CH2:20]1)[cH:9]2>>[s:1]1[cH:2][cH:3][c:4]2[c:5]1[cH:6][cH:7][c:8]([CH2:10][CH2:11][O:12][CH2:13][CH2:14][C:15](=[O:16])[N:17]1[CH2:18][CH:19]([O:21][C:28]([c:29]3[cH:30][cH:31][cH:32][cH:33][cH:34]3)([c:35]3[cH:36][cH:37][cH:38][cH:39][cH:40]3)[c:41]3[cH:42][cH:43][cH:44][cH:45][cH:46]3)[CH2:20]1)[cH:9]2.